Dataset: the Open Reaction Database (ORD), a public repository of structured organic reaction records. Task: describe an organic reaction: reactants, conditions, products, and yield Product: CC(C)(O)C(O)c1ccc(C=O)nc1. Starting materials: O=C(O)CCC(O)=NBr, O=C([O-])O, CS(C)=O, CC(C)=Cc1ccc(C=O)nc1, [Na+], O. Reaction SMILES: [Br:17][N:18]=[C:19]([OH:20])[CH2:21][CH2:22][C:23]([OH:24])=[O:25].[C:26](=[O:27])([O-:28])[OH:29].[CH3:13][S:14]([CH3:15])=[O:16].[CH3:1][C:2](=[CH:3][c:4]1[cH:5][cH:6][c:7]([CH:10]=[O:11])[n:8][cH:9]1)[CH3:12].[Na+:30].[OH2:31]>>[CH3:1][C:2]([CH:3]([c:4]1[cH:5][cH:6][c:7]([CH:10]=[O:11])[n:8][cH:9]1)[OH:31])([CH3:12])[OH:16]. Reactants: BrC=1C=C(C(=NC1)C1=CC(=NC=C1F)OC)NC1=C(C(=NC2=CC(=CC(=C12)F)F)C1=NC=CC=C1)C (N-(5-bromo-5′-fluoro-2′-methoxy-2,4′-bipyridin-3-yl)-5,7-difluoro-3-methyl-2-(pyridin-2-yl)quinolin-4-amine), N1CCOCC1 (morpholine), C1(CCCCC1)P(C1(C(=C(C=C(C1)C(C)C)C(C)C)C1=CC=CC=C1)C(C)C)C1CCCCC1 (2-dicyclohexylphosphino-2,4,6,-triisopropylbiphenyl), CC(C)([O-])C.[Na+] (sodium tert-butoxide). The reagents and catalysts are C=1C=CC(=CC1)/C=C/C(=O)/C=C/C2=CC=CC=C2.C=1C=CC(=CC1)/C=C/C(=O)/C=C/C2=CC=CC=C2.C=1C=CC(=CC1)/C=C/C(=O)/C=C/C2=CC=CC=C2.[Pd].[Pd] (tris(dibenzylideneacetone)dipalladium). The solvent is C1(=CC=CC=C1)C (Toluene). Conditions: temperature 90 celsius, time 21.5 hour. Yields the product FC1=C2C(=C(C(=NC2=CC(=C1)F)C1=NC=CC=C1)C)NC=1C(=NC=C(C1)N1CCOCC1)C1=CC(=NC=C1F)OC (5,7-difluoro-N-(5′-fluoro-2′-methoxy-5-morpholino-2,4′-bipyridin-3-yl)-3-methyl-2-(pyridin-2-yl)quinolin-4-amine). RXN SMILES: Br[C:2]1[CH:3]=[C:4]([NH:17][C:18]2[C:27]3[C:22](=[CH:23][C:24]([F:29])=[CH:25][C:26]=3[F:28])[N:21]=[C:20]([C:30]3[CH:35]=[CH:34][CH:33]=[CH:32][N:31]=3)[C:19]=2[CH3:36])[C:5]([C:8]2[C:13]([F:14])=[CH:12][N:11]=[C:10]([O:15][CH3:16])[CH:9]=2)=[N:6][CH:7]=1.[NH:37]1[CH2:42][CH2:41][O:40][CH2:39][CH2:38]1.C1(P(C2CCCCC2)C2(C(C)C)CC(C(C)C)=CC(C(C)C)=C2C2C=CC=CC=2)CCCCC1.CC(C)([O-])C.[Na+]>C1(C)C=CC=CC=1.C1C=CC(/C=C/C(/C=C/C2C=CC=CC=2)=O)=CC=1.C1C=CC(/C=C/C(/C=C/C2C=CC=CC=2)=O)=CC=1.C1C=CC(/C=C/C(/C=C/C2C=CC=CC=2)=O)=CC=1.[Pd].[Pd]>[F:28][C:26]1[CH:25]=[C:24]([F:29])[CH:23]=[C:22]2[C:27]=1[C:18]([NH:17][C:4]1[C:5]([C:8]3[C:13]([F:14])=[CH:12][N:11]=[C:10]([O:15][CH3:16])[CH:9]=3)=[N:6][CH:7]=[C:2]([N:37]3[CH2:42][CH2:41][O:40][CH2:39][CH2:38]3)[CH:3]=1)=[C:19]([CH3:36])[C:20]([C:30]1[CH:35]=[CH:34][CH:33]=[CH:32][N:31]=1)=[N:21]2 |f:3.4,6.7.8.9.10|. Procedure: A mixture of N-(5-bromo-5′-fluoro-2′-methoxy-2,4′-bipyridin-3-yl)-5,7-difluoro-3-methyl-2-(pyridin-2-yl)quinolin-4-amine (50.2 mg, 0.091 mmol), morpholine (0.03 mL, 0.34 mmol), 2-dicyclohexylphosphino-2,4,6,-triisopropylbiphenyl (9.1 mg, 0.019 mmol), tris(dibenzylideneacetone)dipalladium (0) (8.5 mg, 9.28 μmol), and sodium tert-butoxide (26.7 mg, 0.28 mmol) in dry Toluene (3 mL) was degassed by nitrogen. The mixture was heated to 90° C. After 21.5 h, the reaction was cooled to rt, then treated w...